This data is from the Open Reaction Database (ORD), a public repository of structured organic reaction records. The task is: describe an organic reaction: reactants, conditions, products, and yield As a reaction SMILES: [N:1]1[CH:6]=[CH:5][CH:4]=[CH:3][C:2]=1[C:7]([OH:19])([C:14]1[NH:15][CH2:16][CH2:17][N:18]=1)[C:8]1[CH:13]=[CH:12][CH:11]=[CH:10][CH:9]=1.[C:20](OC(=O)C)(=[O:22])[CH3:21]>O1CCOCC1>[C:20]([N:18]1[CH2:17][CH2:16][N:15]=[C:14]1[C:7]([C:2]1[CH:3]=[CH:4][CH:5]=[CH:6][N:1]=1)([OH:19])[C:8]1[CH:13]=[CH:12][CH:11]=[CH:10][CH:9]=1)(=[O:22])[CH3:21]. Run in O1CCOCC1 (dioxane). Starting materials: N1=C(C=CC=C1)C(C1=CC=CC=C1)(C=1NCCN1)O (2[(2-pyridyl)hydroxybenzyl] imidazoline), C(C)(=O)OC(C)=O (acetic anhydride), anhydride. Procedure: Dissolve 12.8 g. of 2[(2-pyridyl)hydroxybenzyl] imidazoline in 25 ml. of dioxane and, with vigorous stirring, slowly add 2.4 ml. of acetic anhydride in a drop-wise fashion. After each 0.5 ml. addition warm the solution to 60° C for 5 min. and then cool the solution to 20° C before adding additional anhydride. Continue the stirring for 20 hours, filter the precipitated acetate salt and concentrate the resulting filtrate to about 10 mls. Recrystallize the desired product from alcohol to yield 1-ac... The product is C(C)(=O)N1C(=NCC1)C(C1=CC=CC=C1)(O)C1=NC=CC=C1 (1-acetyl-2[(2-pyridyl)-hydroxybenzyl]imidazoline). Run at temperature 60 celsius. The reactants are BrCCCCC (1-bromopentane), C(CCCC)P(CCCCC)=O (di-n-pentylphosphine oxide), P(Cl)(Cl)Cl (phosphorus trichloride). The product is ClP(CCCCC)CCCCC (chloro di-n-pentylphosphine). RXN SMILES: BrCCCCC.[CH2:7]([PH:12](=O)[CH2:13][CH2:14][CH2:15][CH2:16][CH3:17])[CH2:8][CH2:9][CH2:10][CH3:11].P(Cl)(Cl)[Cl:20]>>[Cl:20][P:12]([CH2:13][CH2:14][CH2:15][CH2:16][CH3:17])[CH2:7][CH2:8][CH2:9][CH2:10][CH3:11]. Procedure details: Following the procedure of Example 3, 1-bromopentane (181.2 g) was used as starting material to prepare di-n-pentylphosphine oxide (22.4 g), and this compound was further reacted with phosphorus trichloride to give chloro di-n-pentylphosphine, b.p. 88° C. at a pressure of 0.3 mm of mercury. This compound (10.4 g) was added to a solution of hexamethyldisilazane (4.02 g) in dry toluene (10 cm3) under nitrogen, and the solution was heated at 100° C. for 5 hr. with distillation of chlorotrimethylsil... The reactants are BrC1=C(C(=O)OC)C=C(C=C1)C(CC1=CC=C(C=C1)OCCOC1=C(C=C(C=C1Cl)C)Cl)C#N (methyl 2-bromo-5-(1-cyano-2-{4-[2-(2,6-dichloro-4-methylphenoxy)ethoxy]phenyl}ethyl)benzoate), COCCCC1=C(C=CC=C1)B(O)O ([2-(3-methoxypropyl)phenyl]boronic acid). Product: C(#N)C(CC1=CC=C(C=C1)OCCOC1=C(C=C(C=C1Cl)C)Cl)C=1C=C(C(=CC1)C1=C(C=CC=C1)CCCOC)C(=O)OC (methyl 4-(1-cyano-2-{4-[2-(2,6-dichloro-4-methylphenoxy)ethoxy]phenyl}ethyl)-2′-(3-methoxypropyl)biphenyl-2-carboxylate). As a reaction SMILES: Br[C:2]1[CH:11]=[CH:10][C:9]([CH:12]([C:33]#[N:34])[CH2:13][C:14]2[CH:19]=[CH:18][C:17]([O:20][CH2:21][CH2:22][O:23][C:24]3[C:29]([Cl:30])=[CH:28][C:27]([CH3:31])=[CH:26][C:25]=3[Cl:32])=[CH:16][CH:15]=2)=[CH:8][C:3]=1[C:4]([O:6][CH3:7])=[O:5].[CH3:35][O:36][CH2:37][CH2:38][CH2:39][C:40]1[CH:45]=[CH:44][CH:43]=[CH:42][C:41]=1B(O)O>>[C:33]([CH:12]([C:9]1[CH:8]=[C:3]([C:4]([O:6][CH3:7])=[O:5])[C:2]([C:45]2[CH:44]=[CH:43][CH:42]=[CH:41][C:40]=2[CH2:39][CH2:38][CH2:37][O:36][CH3:35])=[CH:11][CH:10]=1)[CH2:13][C:14]1[CH:19]=[CH:18][C:17]([O:20][CH2:21][CH2:22][O:23][C:24]2[C:29]([Cl:30])=[CH:28][C:27]([CH3:31])=[CH:26][C:25]=2[Cl:32])=[CH:16][CH:15]=1)#[N:34]. Reported procedure: Prepared according to the procedure described in EXAMPLE 7, step 2 using methyl 2-bromo-5-(1-cyano-2-{4-[2-(2,6-dichloro-4-methylphenoxy)ethoxy]phenyl}ethyl)benzoate from step 3 and [2-(3-methoxypropyl)phenyl]boronic acid from EXAMPLE 3, step 1 as starting materials. Purification by column chromatography on silica gel, eluting with Hex/EtOAc (5 then 10%) afforded the desired compound as a colorless oil.